This data is from the Open Reaction Database (ORD), a public repository of structured organic reaction records. The task is: describe an organic reaction: reactants, conditions, products, and yield Starting materials: Oc1ccc2c(c1)CCCC(NCc1ccccc1)C2, CCO, O=c1[nH]c2cccc(OCC3CO3)c2[nH]1. Product: O=c1[nH]c2cccc(OCC(O)CN(Cc3ccccc3)C3CCCc4cc(O)ccc4C3)c2[nH]1. RXN SMILES: [CH2:16]([c:17]1[cH:18][cH:19][cH:20][cH:21][cH:22]1)[NH:23][CH:24]1[CH2:25][c:26]2[c:27]([cH:31][c:32]([OH:35])[cH:33][cH:34]2)[CH2:28][CH2:29][CH2:30]1.[CH3:36][CH2:37][OH:38].[O:1]1[CH:2]([CH2:4][O:5][c:6]2[cH:7][cH:8][cH:9][c:10]3[nH:11][c:12](=[O:15])[nH:13][c:14]23)[CH2:3]1>>[OH:1][CH:2]([CH2:3][N:23]([CH2:16][c:17]1[cH:18][cH:19][cH:20][cH:21][cH:22]1)[CH:24]1[CH2:25][c:26]2[c:27]([cH:31][c:32]([OH:35])[cH:33][cH:34]2)[CH2:28][CH2:29][CH2:30]1)[CH2:4][O:5][c:6]1[cH:7][cH:8][cH:9][c:10]2[nH:11][c:12](=[O:15])[nH:13][c:14]12. Starting materials: C(C1=CC=CC=C1)OC(=O)N1CC(C1)N(C(=O)OCC1=CC=CC=C1)C1=C(C=C(C=C1)N1C(O[C@H](C1)CN=[N+]=[N-])=O)F (3-{[4-{(5R)-5-azidomethyl-2-oxo-oxazolidin-3-yl}-2-fluoro-phenyl]-benzyloxycarbonyl-amino)-azetidine-1-carboxylic acid benzyl ester), O (water), C1(=CC=CC=C1)P(C1=CC=CC=C1)C1=CC=CC=C1 (triphenylphosphine). Reaction conditions: time 30 minute. Yields the product C(C1=CC=CC=C1)OC(=O)N1CC(C1)N(C(=O)OCC1=CC=CC=C1)C1=C(C=C(C=C1)N1C(O[C@H](C1)CNC(C)=O)=O)F (3-({4-[(5S)-5-(Acetylamino-methyl)-2-oxo-oxazolidin-3-yl]-2-fluoro-phenyl}-benzyloxycarbonyl-amino)-azetidine-1-carboxylic Acid Benzyl Ester). Reaction SMILES: [CH2:1]([O:8][C:9]([N:11]1[CH2:14][CH:13]([N:15]([C:26]2[CH:31]=[CH:30][C:29]([N:32]3[CH2:36][C@H:35]([CH2:37][N:38]=[N+]=[N-])[O:34][C:33]3=[O:41])=[CH:28][C:27]=2[F:42])[C:16]([O:18][CH2:19][C:20]2[CH:25]=[CH:24][CH:23]=[CH:22][CH:21]=2)=[O:17])[CH2:12]1)=[O:10])[C:2]1[CH:7]=[CH:6][CH:5]=[CH:4][CH:3]=1.[OH2:43].C1(P([C:57]2[CH:62]=CC=CC=2)C2C=CC=CC=2)C=CC=CC=1>>[CH2:1]([O:8][C:9]([N:11]1[CH2:14][CH:13]([N:15]([C:26]2[CH:31]=[CH:30][C:29]([N:32]3[CH2:36][C@H:35]([CH2:37][NH:38][C:62](=[O:43])[CH3:57])[O:34][C:33]3=[O:41])=[CH:28][C:27]=2[F:42])[C:16]([O:18][CH2:19][C:20]2[CH:25]=[CH:24][CH:23]=[CH:22][CH:21]=2)=[O:17])[CH2:12]1)=[O:10])[C:2]1[CH:7]=[CH:6][CH:5]=[CH:4][CH:3]=1. Procedure details: A solution of 1.15 g 3-{[4-{(5R)-5-azidomethyl-2-oxo-oxazolidin-3-yl}-2-fluoro-phenyl]-benzyloxycarbonyl-amino)-azetidine-1-carboxylic acid benzyl ester (2 mmol), 0.36 ml water (20 mmol) and 0.277 g triphenylphosphine (2.2 mmol) was stirred for 16 h at 50° C. The solvent was evaporated. The residue was dissolved in 5 ml acetic acid and 2 ml acetic anhydride. The solution was stirred for 30 min and evaporated. The residue was purified by chromatography using a 9/1 ethyl acetate/methanol mixture a... The reactants are C(CCCC)[Mg]Cl (n-pentylmagnesium chloride), Cl[SiH]1CCC(CC1)CCC1=CC(=C(C=C1)F)F (1-chloro-4-(2-(3,4-difluorophenyl)ethyl)-1-silacyclohexane). The solvent is O1CCCC1 (tetrahydrofuran), O1CCCC1 (THF), O1CCCC1 (THF). Product: FC=1C=C(C=CC1F)CC[C@@H]1CC[Si@H](CC1)CCCCC (trans-4-(2-(3,4-difluorophenyl)ethyl)-1-n- pentyl-1-silacyclohexane). The yield is 68.0%. RXN SMILES: [CH2:1]([Mg]Cl)[CH2:2][CH2:3][CH2:4][CH3:5].Cl[SiH:9]1[CH2:14][CH2:13][CH:12]([CH2:15][CH2:16][C:17]2[CH:22]=[CH:21][C:20]([F:23])=[C:19]([F:24])[CH:18]=2)[CH2:11][CH2:10]1>O1CCCC1>[F:24][C:19]1[CH:18]=[C:17]([CH2:16][CH2:15][C@H:12]2[CH2:13][CH2:14][Si@H:9]([CH2:1][CH2:2][CH2:3][CH2:4][CH3:5])[CH2:10][CH2:11]2)[CH:22]=[CH:21][C:20]=1[F:23]. Procedure: 60 ml of a THF solution of 2.0M n-pentylmagnesium chloride was dripped into a mixture of 27.5 g (100 mmol) of 1-chloro-4-(2-(3,4-difluorophenyl)ethyl)-1-silacyclohexane and 200 ml of tetrahydrofuran (hereafter referred to as "THF"). The silacyclohexane rings of the target product thus obtained were a mixture of trans isomers and cis isomers. After a conventional after treatment, they were separated by means of chromatography to obtain 21.1 g of the trans isomers (yield 68%), which was the target... The reactants are CN(C1=NC(=CC(=N1)C#N)C=1OC(=CC1)C)C (2-dimethylamino-6-(5-methylfuran-2-yl)pyrimidine-4-carbonitrile), Cl (HCl), C1CCOC1 (THF), [Li+].[OH-] (LiOH). The solvent is 6-M, O (water), CO (MeOH). Conditions: time 1 hour. The product is [Li+].CN(C1=NC(=CC(=N1)C(=O)[O-])C=1OC(=CC1)C)C (2-Dimethylamino-6(5-methylfuran-2-yl)pyrimidine-4-carboxylic acid lithium salt). Yield: 98.0%. Reaction SMILES: [CH3:1][N:2]([CH3:17])[C:3]1[N:8]=[C:7]([C:9]#N)[CH:6]=[C:5]([C:11]2[O:12][C:13]([CH3:16])=[CH:14][CH:15]=2)[N:4]=1.Cl.C1C[O:22]CC1.[Li+:24].[OH-:25]>O.CO>[Li+:24].[CH3:1][N:2]([CH3:17])[C:3]1[N:8]=[C:7]([C:9]([O-:22])=[O:25])[CH:6]=[C:5]([C:11]2[O:12][C:13]([CH3:16])=[CH:14][CH:15]=2)[N:4]=1 |f:3.4,7.8|. Procedure: A mixture of 2-dimethylamino-6-(5-methylfuran-2-yl)pyrimidine-4-carbonitrile (0.68 g, 2.98 mmol) in 6-M HCl (40 mL) and THF (10 mL) was refluxed for 6 h, cooled, concentrated in vacuo and the residue subjected to ion-exchange column chromatography (Isolute® Flash SCX-2; DCM; MeOH then 1-M NH3:MeOH). The resulting mixture of methyl ester and carboxylic acid (0.42 g) was treated with MeOH (15 mL), water (15 mL) and LiOH (72 mg, 1.81 mmol), stirred at room temperature for 1 h and concentrated in va... Product: FC(C(C)(C1=NC=C(C=C1)OCOC)OS(=O)(=O)C)(F)F (Methanesulfonic acid 2,2,2-trifluoro-1-(5-methoxymethoxy-pyridin-2-yl)-1-methyl-ethyl ester). The solvent is C1CCOC1 (THF), O (water). Reported procedure: To a stirred mixture of 0.213 g (8.44 mmol) sodium hydride in 6 ml dry THF, 1.06 g (4.22 mmol) 1,1,1-trifluoro-2-(5-methoxymethoxy-pyridin-2-yl)-propan-2-ol (dissolved in 4.9 ml dry THF) was added dropwise at 0° C. After completion of the addition, stirring was continued for 3 h at room temperature. Then methanesulfonyl chloride (dissolved in 7.3 ml dry THF) was added at room temperature and stirring was continued for another 2 h. Then water and sat. NaHCO3 soln. were added. This mixture was ext... Run at time 3 hour. RXN SMILES: [H-].[Na+].[F:3][C:4]([F:19])([F:18])[C:5]([C:8]1[CH:13]=[CH:12][C:11]([O:14][CH2:15][O:16][CH3:17])=[CH:10][N:9]=1)([OH:7])[CH3:6].[CH3:20][S:21](Cl)(=[O:23])=[O:22].C([O-])(O)=O.[Na+]>C1COCC1.O>[F:19][C:4]([F:3])([F:18])[C:5]([O:7][S:21]([CH3:20])(=[O:23])=[O:22])([C:8]1[CH:13]=[CH:12][C:11]([O:14][CH2:15][O:16][CH3:17])=[CH:10][N:9]=1)[CH3:6] |f:0.1,4.5|. Reactants: [H-].[Na+] (sodium hydride), FC(C(C)(O)C1=NC=C(C=C1)OCOC)(F)F (1,1,1-trifluoro-2-(5-methoxymethoxy-pyridin-2-yl)-propan-2-ol), C(=O)(O)[O-].[Na+] (NaHCO3), CS(=O)(=O)Cl (methanesulfonyl chloride). Reactants: CC(=O)O[BH-](OC(C)=O)OC(C)=O, CCCNC(C)Cc1cccc(NC(=O)c2ccc(OC)cc2)c1, CCOCC, CC(Cl)Cl, [Na+], [Na+], O=CC1CCN(C(=O)N2CCOCC2)CC1, [OH-]. The product is CCCN(CC1CCN(C(=O)N2CCOCC2)CC1)C(C)Cc1cccc(NC(=O)c2ccc(OC)cc2)c1. As a reaction SMILES: [C:45]([O:46][BH-:47]([O:48][C:49](=[O:50])[CH3:51])[O:52][C:53](=[O:54])[CH3:55])(=[O:56])[CH3:57].[CH3:1][O:2][c:3]1[cH:4][cH:5][c:6]([C:9](=[O:10])[NH:11][c:12]2[cH:13][c:14]([CH2:18][CH:19]([CH3:20])[NH:21][CH2:22][CH2:23][CH3:24])[cH:15][cH:16][cH:17]2)[cH:7][cH:8]1.[CH3:59][CH2:60][O:61][CH2:62][CH3:63].[Cl:25][CH:26]([Cl:27])[CH3:28].[Na+:58].[Na+:65].[O:29]1[CH2:30][CH2:31][N:32]([C:35](=[O:36])[N:37]2[CH2:38][CH2:39][CH:40]([CH:43]=[O:44])[CH2:41][CH2:42]2)[CH2:33][CH2:34]1.[OH-:64]>>[CH3:1][O:2][c:3]1[cH:4][cH:5][c:6]([C:9](=[O:10])[NH:11][c:12]2[cH:13][c:14]([CH2:18][CH:19]([CH3:20])[N:21]([CH2:22][CH2:23][CH3:24])[CH2:43][CH:40]3[CH2:39][CH2:38][N:37]([C:35]([N:32]4[CH2:31][CH2:30][O:29][CH2:34][CH2:33]4)=[O:36])[CH2:42][CH2:41]3)[cH:15][cH:16][cH:17]2)[cH:7][cH:8]1.